This data is from the Open Reaction Database (ORD), a public repository of structured organic reaction records. The task is: describe an organic reaction: reactants, conditions, products, and yield Starting materials: II (Iodine), FC(C(=O)OI(OC(C(F)(F)F)=O)C1=CC=CC=C1)(F)F ([bis(trifluoroacetoxy)iodo]benzene), COC1=CC=C(C=C1)C1=NOC(=C1)C(=O)OC (methyl 3-(4-methoxyphenyl)isoxazole-5-carboxylate). The solvent is C(Cl)Cl (CH2Cl2). Run at time 8 hour. Yields the product IC=1C=C(C=CC1OC)C1=NOC(=C1)C(=O)OC (methyl 3-(3-iodo-4-methoxyphenyl)isoxazole-5-carboxylate). Reaction SMILES: II.FC(F)(F)C(O[I:8](C1C=CC=CC=1)OC(=O)C(F)(F)F)=O.[CH3:24][O:25][C:26]1[CH:31]=[CH:30][C:29]([C:32]2[CH:36]=[C:35]([C:37]([O:39][CH3:40])=[O:38])[O:34][N:33]=2)=[CH:28][CH:27]=1>C(Cl)Cl>[I:8][C:31]1[CH:30]=[C:29]([C:32]2[CH:36]=[C:35]([C:37]([O:39][CH3:40])=[O:38])[O:34][N:33]=2)[CH:28]=[CH:27][C:26]=1[O:25][CH3:24]. Procedure details: Iodine (0.147 mL, 2.85 mmol) and [bis(trifluoroacetoxy)iodo]benzene (1.224 g, 2.85 mmol) were added successively to a solution of methyl 3-(4-methoxyphenyl)isoxazole-5-carboxylate (1.021 g, 4.38 mmol) in CH2Cl2 (13.2 mL) at 25° C. and the reaction was stirred overnight. After this time the solvent was removed in vacuo to give the crude product. This was purified by flash chromatography (Biotage Horizon, 40M, Si, ˜30 mL/min, 100% hexanes for 360 mL, gradient to 20% EtOAc in hexanes over 2088 mL, ... Reactants: C(#N)C(C1=CC=CC=C1)(C1=CC=CC=C1)[C@@H]1CNCCC1 (3-(R)-(+)-(1-cyano-1,1-diphenylmethyl)piperidine), ClC=1C=C(CCBr)C=CC1Cl (3,4-dichlorophenethyl bromide), C([O-])([O-])=O.[K+].[K+] (potassium carbonate). Run in C(C)#N (acetonitrile). Product: C(#N)C(C1=CC=CC=C1)(C1=CC=CC=C1)[C@@H]1CN(CCC1)CCC1=CC(=C(C=C1)Cl)Cl (3-(R)-(1-cyano-1,1-diphenylmethyl)-1-- (3,4-dichlorophenethyl)piperidine). As a reaction SMILES: [C:1]([C:3]([C@H:16]1[CH2:21][CH2:20][CH2:19][NH:18][CH2:17]1)([C:10]1[CH:15]=[CH:14][CH:13]=[CH:12][CH:11]=1)[C:4]1[CH:9]=[CH:8][CH:7]=[CH:6][CH:5]=1)#[N:2].[Cl:22][C:23]1[CH:24]=[C:25]([CH:29]=[CH:30][C:31]=1[Cl:32])[CH2:26][CH2:27]Br.C(=O)([O-])[O-].[K+].[K+]>C(#N)C>[C:1]([C:3]([C@H:16]1[CH2:21][CH2:20][CH2:19][N:18]([CH2:27][CH2:26][C:25]2[CH:29]=[CH:30][C:31]([Cl:32])=[C:23]([Cl:22])[CH:24]=2)[CH2:17]1)([C:10]1[CH:11]=[CH:12][CH:13]=[CH:14][CH:15]=1)[C:4]1[CH:9]=[CH:8][CH:7]=[CH:6][CH:5]=1)#[N:2] |f:2.3.4|. Procedure details: A mixture containing 3-(R)-(+)-(1-cyano-1,1-diphenylmethyl)piperidine (0.28 g), 3,4-dichlorophenethyl bromide (0.255 g), anhydrous potassium carbonate (0.3 g) and acetonitrile (10 ml) was heated under reflux for 8 hours. The mixture was partitioned between dichlorometbane (30 ml) and 10% aqueous potassium carbonate (20 ml), the layers separated and the aqueous layer extracted with dichloromethane (3×70 ml). The combined dichloromethane extracts were dried (MgSO4) and concentrated inn vacuo to gi... The reactants are C(C1=CC=CC=C1)NCC(C(O)C1=CC(=C(C=C1)Cl)Cl)CO ((1RS,2RS)-2-[(benzylamino)methyl]-1-(3,4-dichlorophenyl)propane-1,3-diol), C(C)(C)(C)[Si](C)(C)Cl (tert-butylchlorodimethylsilane), N1C=NC=C1 (imidazole). Solvent: CN(C)C=O (DMF). Reaction conditions: time 2 hour. Yields the product C(C1=CC=CC=C1)NCC(C(O)C1=CC(=C(C=C1)Cl)Cl)CO[Si](C)(C)C(C)(C)C ((1RS,2RS)-3-(benzylamino)-2-({[tert-butyl(dimethyl)silyl]oxy}methyl)-1-(3,4-dichlorophenyl)propan-1-ol). Yield: 64.8%. As a reaction SMILES: [CH2:1]([NH:8][CH2:9][CH:10]([CH2:21][OH:22])[CH:11]([C:13]1[CH:18]=[CH:17][C:16]([Cl:19])=[C:15]([Cl:20])[CH:14]=1)[OH:12])[C:2]1[CH:7]=[CH:6][CH:5]=[CH:4][CH:3]=1.[C:23]([Si:27](Cl)([CH3:29])[CH3:28])([CH3:26])([CH3:25])[CH3:24].N1C=CN=C1>CN(C=O)C>[CH2:1]([NH:8][CH2:9][CH:10]([CH2:21][O:22][Si:27]([C:23]([CH3:26])([CH3:25])[CH3:24])([CH3:29])[CH3:28])[CH:11]([C:13]1[CH:18]=[CH:17][C:16]([Cl:19])=[C:15]([Cl:20])[CH:14]=1)[OH:12])[C:2]1[CH:7]=[CH:6][CH:5]=[CH:4][CH:3]=1. Procedure: To a solution of (1RS,2RS)-2-[(benzylamino)methyl]-1-(3,4-dichlorophenyl)propane-1,3-diol (3.44 g) in DMF (30 ml) were added tert-butylchlorodimethylsilane (1.68 g) and imidazole (1.03 g) under ice-cooling, and the mixture was stirred at room temperature for 2 hr. The reaction mixture was concentrated under reduced pressure, and the residue was diluted with ethyl acetate. The diluted solution was washed with distilled water, saturated aqueous sodium hydrogen carbonate and brine, and dried over a...